This data is from the Open Reaction Database (ORD), a public repository of structured organic reaction records. The task is: describe an organic reaction: reactants, conditions, products, and yield Starting materials: NC(CNC(OCC1=CC=CC=C1)=O)=N (benzyl 2-amino-2-iminoethylcarbamate), O=C1C(COCC1)C(=O)OC (methyl 4-oxotetrahydro-2H-pyran-3-carboxylate), C([O-])([O-])=O.[K+].[K+] (potassium carbonate). Solvent: CO (methanol). Conditions: time 15 hour. The product is O=C1C2=C(N=C(N1)CNC(OCC1=CC=CC=C1)=O)CCOC2 (Benzyl (4-oxo-4,5,7,8-tetrahydro-3H-pyrano[4,3-d]pyrimidin-2-yl)methylcarbamate). Isolated yield 60.5%. Reaction SMILES: [NH2:1][C:2](=[NH:15])[CH2:3][NH:4][C:5](=[O:14])[O:6][CH2:7][C:8]1[CH:13]=[CH:12][CH:11]=[CH:10][CH:9]=1.O=[C:17]1[CH2:22][CH2:21][O:20][CH2:19][CH:18]1[C:23](OC)=[O:24].C(=O)([O-])[O-].[K+].[K+]>CO>[O:24]=[C:23]1[NH:1][C:2]([CH2:3][NH:4][C:5](=[O:14])[O:6][CH2:7][C:8]2[CH:13]=[CH:12][CH:11]=[CH:10][CH:9]=2)=[N:15][C:17]2[CH2:22][CH2:21][O:20][CH2:19][C:18]1=2 |f:2.3.4|. Procedure: To benzyl 2-amino-2-iminoethylcarbamate (1.77 g, 8.54 mmol) in methanol (67.5 mL) was added methyl 4-oxotetrahydro-2H-pyran-3-carboxylate (1.35 g, 8.54 mmol) and potassium carbonate (3.54 g, 25.6 mmol). The reaction mixture was stirred 15 h at room temperature. The solution was filtered and concentrated under vacuum. Purification was accomplished on a 100 g Isco column with 0% to 10% methanol in dichloromethane over 20 column volumes to give title compound (1.63 g, 59% yield). Exact mass calcula... Starting materials: ClC1=NC=C(C(=N1)Cl)[N+](=O)[O-] (2,4-dichloro-5-nitro-pyrimidine), C(C)C(CC)N (1-ethylpropylamine), CCN(C(C)C)C(C)C (DIPEA). The solvent is CCO (EtOH). Reaction conditions: time 8 hour. The product is ClC1=NC=C(C(=N1)NC(CC)CC)[N+](=O)[O-] ((2-Chloro-5-nitro-pyrimidin-4-yl)-(1-ethyl-propyl)-amine). As a reaction SMILES: [Cl:1][C:2]1[N:7]=[C:6](Cl)[C:5]([N+:9]([O-:11])=[O:10])=[CH:4][N:3]=1.[CH2:12]([CH:14]([NH2:17])[CH2:15][CH3:16])[CH3:13].CCN(C(C)C)C(C)C>CCO>[Cl:1][C:2]1[N:7]=[C:6]([NH:17][CH:14]([CH2:15][CH3:16])[CH2:12][CH3:13])[C:5]([N+:9]([O-:11])=[O:10])=[CH:4][N:3]=1. Procedure details: To a solution of 2,4-dichloro-5-nitro-pyrimidine (2 g, 10.31 mmol) in anhydrous EtOH (20 ml) is added 1-ethylpropylamine (1.322 ml, 11.341 mmol) at 0 C (ice bath) under inert atmosphere. To this is added neat DIPEA (2.694 ml, 15.465 mmol). The reaction is stirred at r.t. for 8 hrs. The reaction mixture was concentrated in vacuo and the residue is dissolved with EtOAc. The organic layer is washed with sat. NaHCO3 and brine, dried over Na2SO4, and concentrated in vacuo. Purification with column ch... Reactants: COC1=C(C=CC2=C(C(=CC=C12)Br)OC)Br (1,5-Dimethoxy-2,6-dibromonaphthalene), C(CCC)[Sn](C=1SC=CC1)(CCCC)CCCC (2-(tributylstannyl)thiophene), resultant mixture. The reagents and catalysts are C=1C=CC(=CC1)[P](C=2C=CC=CC2)(C=3C=CC=CC3)[Pd]([P](C=4C=CC=CC4)(C=5C=CC=CC5)C=6C=CC=CC6)([P](C=7C=CC=CC7)(C=8C=CC=CC8)C=9C=CC=CC9)[P](C=1C=CC=CC1)(C=1C=CC=CC1)C=1C=CC=CC1 (Pd(PPh3)4). Run in petroleum ether, C1(=CC=CC=C1)C (toluene). Yields the product COC1=C(C=CC2=C(C(=CC=C12)C=1SC=CC1)OC)C=1SC=CC1 (1,5-Dimethoxy-2,6-bis(2-thienyl)naphthalene). The yield is 95.0%. Reaction SMILES: [CH3:1][O:2][C:3]1[C:12]2[C:7](=[C:8]([O:14][CH3:15])[C:9](Br)=[CH:10][CH:11]=2)[CH:6]=[CH:5][C:4]=1Br.C([Sn](CCCC)(CCCC)[C:22]1[S:23][CH:24]=[CH:25][CH:26]=1)CCC>C1(C)C=CC=CC=1.C1C=CC([P]([Pd]([P](C2C=CC=CC=2)(C2C=CC=CC=2)C2C=CC=CC=2)([P](C2C=CC=CC=2)(C2C=CC=CC=2)C2C=CC=CC=2)[P](C2C=CC=CC=2)(C2C=CC=CC=2)C2C=CC=CC=2)(C2C=CC=CC=2)C2C=CC=CC=2)=CC=1>[CH3:1][O:2][C:3]1[C:12]2[C:7](=[C:8]([O:14][CH3:15])[C:9]([C:22]3[S:23][CH:24]=[CH:25][CH:26]=3)=[CH:10][CH:11]=2)[CH:6]=[CH:5][C:4]=1[C:24]1[S:23][CH:22]=[CH:26][CH:25]=1 |^1:45,47,66,85|. Reported procedure: 1,5-Dimethoxy-2,6-dibromonaphthalene (1.00 g., 0.0029 mol.) and 2-(tributylstannyl)thiophene (4.314 g., 0.0116 mol.) were dissolved in 100 mL dry toluene in argon atmosphere. Pd(PPh3)4 (100 mg.) was introduced into the reaction flask using a Schlenk tube under argon. The resultant mixture was subsequently refluxed for 18 hrs. The brownish black solution was cooled and poured into 300 mL of petroleum ether to afford crude yellow solid. Upon recrystallization from CH2Cl2:petroleum ether (1:5), the... Starting materials: C[Si](CCC(=O)Cl)(C)C (4,4-dimethyl-4-silapentanoic acid chloride), [Cu]C#N (copper(I) cyanide). Run in C(Cl)Cl (Methylene chloride). The product is C[Si](CCC(=O)C#N)(C)C (4,4-dimethyl-4-silapentanoyl cyanide). Isolated yield 30.2%. Reaction SMILES: [CH3:1][Si:2]([CH3:9])([CH3:8])[CH2:3][CH2:4][C:5](Cl)=[O:6].[Cu][C:11]#[N:12]>C(Cl)Cl>[CH3:1][Si:2]([CH3:9])([CH3:8])[CH2:3][CH2:4][C:5]([C:11]#[N:12])=[O:6]. Procedure: In a flask were placed 5.0 g (0.032 mole) of 4,4-dimethyl-4-silapentanoic acid chloride and 2.89 g (0.032 mole) of copper(I) cyanide. This mixture was heated at approximately 150°-200° C. for a period of 50 minutes after which it was cooled to ambient temperature. Methylene chloride was added to the reaction mixture which was then filtered. The solvent was evaporated from the filtrate under reduced pressure, leaving 1.5 g of 4,4-dimethyl-4-silapentanoyl cyanide as a residue. Reactants: [C-]#N.[Na+] (sodium cyanide), S1C(=CC=C1)C(=O)C1=CC=C(C=C1)C(C)Br (α-bromo-α-methyl-p-tolyl 2-thienyl ketone). Run in CS(=O)C (dimethyl sulfoxide). Reaction conditions: temperature 60 celsius, time 4 hour. Product: C1(=CC=CS1)C(=O)C1=CC=C(C(C#N)C)C=C1 (p-(2-thenoyl)hydratroponitrile). RXN SMILES: [C-:1]#[N:2].[Na+].[S:4]1[CH:8]=[CH:7][CH:6]=[C:5]1[C:9]([C:11]1[CH:16]=[CH:15][C:14]([CH:17](Br)[CH3:18])=[CH:13][CH:12]=1)=[O:10]>CS(C)=O>[C:5]1([C:9]([C:11]2[CH:16]=[CH:15][C:14]([CH:17]([CH3:18])[C:1]#[N:2])=[CH:13][CH:12]=2)=[O:10])[S:4][CH:8]=[CH:7][CH:6]=1 |f:0.1|. Procedure details: A suspension of 4.9 parts of sodium cyanide in 55 parts of dimethyl sulfoxide is stirred while heating to 60° C. Then there are added at once 10 parts of α-bromo-α-methyl-p-tolyl 2-thienyl ketone and stirring at 60° C is continued for 4h. 30. The reaction mixture is poured onto water and the product is extracted with ether. The organic layer is washed with water, dried, filtered and evaporated, yielding p-(2-thenoyl)hydratroponitrile as a residue. Starting materials: C(CC)N (n-Propylamine), ClC1=C(C=CC(=C1)Cl)S(=O)(=O)NC1=NC=C(C(=N1)Cl)SC1=CC=C(C=C1)S(=O)(=O)N1CCCCC1 (2,4-Dichloro-N-{4-chloro-5-[4-(piperidine-1-sulfonyl) -phenylsulfanyl]-pyrimidin-2-yl}-benzenesulfonamide), CCOCC (ether). Solvent: C1CCOC1 (THF). Conditions: temperature 50 celsius, time 2 hour. The product is ClC1=C(C=CC(=C1)Cl)S(=O)(=O)NC1=NC=C(C(=N1)NCCC)SC1=CC=C(C=C1)S(=O)(=O)N1CCCCC1 (2,4-Dichloro-N-{5-[4-(piperidine-1-sulfonyl)-phenylsulfanyl]-4-propylamino-pyrimidin-2-yl}-benzenesulfonamide). The yield is 56.8%. RXN SMILES: [CH2:1]([NH2:4])[CH2:2][CH3:3].[Cl:5][C:6]1[CH:11]=[C:10]([Cl:12])[CH:9]=[CH:8][C:7]=1[S:13]([NH:16][C:17]1[N:22]=[C:21](Cl)[C:20]([S:24][C:25]2[CH:30]=[CH:29][C:28]([S:31]([N:34]3[CH2:39][CH2:38][CH2:37][CH2:36][CH2:35]3)(=[O:33])=[O:32])=[CH:27][CH:26]=2)=[CH:19][N:18]=1)(=[O:15])=[O:14].CCOCC>C1COCC1>[Cl:5][C:6]1[CH:11]=[C:10]([Cl:12])[CH:9]=[CH:8][C:7]=1[S:13]([NH:16][C:17]1[N:22]=[C:21]([NH:4][CH2:1][CH2:2][CH3:3])[C:20]([S:24][C:25]2[CH:30]=[CH:29][C:28]([S:31]([N:34]3[CH2:35][CH2:36][CH2:37][CH2:38][CH2:39]3)(=[O:33])=[O:32])=[CH:27][CH:26]=2)=[CH:19][N:18]=1)(=[O:14])=[O:15]. Procedure: n-Propylamine (25 mg, 0.42 mmol) was added to a solution of 11 (50 mg, 0.08 mmol) in THF (5 mL) and the mixture was stirred at 50° C. for 2 hours. The solution was cooled to room temperature, filtered and the precipitate was washed with THF. The filtrate was concentrated under reduced pressure to afford a yellow oil. Trituration with ether gave a solid which was purified by flash column chromatography (2% MeOH in DCM) to afford 12 as a white solid (28 mg). 1H NMR (DMSO): δ 0.54 (t, 3H), 1.22 (q,...